From a dataset of the Open Reaction Database (ORD), a public repository of structured organic reaction records. describe an organic reaction: reactants, conditions, products, and yield The reactants are [OH-].[K+] (potassium hydroxide), C(C)(=O)C=1SC2=C(C1C)C=CC=C2Br (2-acetyl-3-methyl-7-bromobenzothiophene), C(COCCO)O (diethylene glycol), O.NN (hydrazine monohydrate). Solvent: O (water). Conditions: temperature 30 celsius, time 5 minute. The product is C(C)C=1SC2=C(C1C)C=CC=C2Br (2-ethyl-3-methyl-7-bromobenzothiophene). Yield: 93.3%. As a reaction SMILES: [C:1]([C:4]1[S:5][C:6]2[C:13]([Br:14])=[CH:12][CH:11]=[CH:10][C:7]=2[C:8]=1[CH3:9])(=O)[CH3:2].C(O)COCCO.O.NN.[OH-].[K+]>O>[CH2:1]([C:4]1[S:5][C:6]2[C:13]([Br:14])=[CH:12][CH:11]=[CH:10][C:7]=2[C:8]=1[CH3:9])[CH3:2] |f:2.3,4.5|. Procedure: 8.6 g (32 mmol) of 2-acetyl-3-methyl-7-bromobenzothiophene and 175 ml of diethylene glycol are placed in a 500 ml three-necked flask equipped with a distillation system. The mixture is stirred at 30° C. for 5 minutes and 4.2 ml (56 mmol) of hydrazine monohydrate are added dropwise. The mixture is heated at 40° C. for 5 minutes and 4.3 g (76.6 mmol) of powdered potassium hydroxide are added. The temperature is brought to 110° C. for 40 minutes and then to a 160° C. for 100 minutes, in order to al...